The task is: describe an organic reaction: reactants, conditions, products, and yield. This data is from the Open Reaction Database (ORD), a public repository of structured organic reaction records. Reactants: BrC1=CC=C2C=C(NC2=C1)C(C)C1NCCC1 (6-Bromo-1-(2-pyrrolidinyl)ethyl indole), B1(OCCCO1)C2=CN=CC=C2 (pyridine-3-boronic acid 1,3-propanediol cyclic ester). Product: N1C(CCC1)C(C)N1C=CC2=CC=C(C=C12)C=1C=NC=CC1 (1-(2-pyrrolidinyl)ethyl-6-(3-pyridinyl)-1H-indole). As a reaction SMILES: Br[C:2]1[CH:10]=[C:9]2[C:5]([CH:6]=[C:7](C(C3CCCN3)C)[NH:8]2)=[CH:4][CH:3]=1.B1([C:24]2[CH:29]=[CH:28][CH:27]=[N:26][CH:25]=2)OCCCO1>>[NH:8]1[CH2:7][CH2:6][CH2:5][CH:9]1[CH:10]([N:8]1[C:9]2[C:5](=[CH:4][CH:3]=[C:2]([C:28]3[CH:27]=[N:26][CH:25]=[CH:24][CH:29]=3)[CH:10]=2)[CH:6]=[CH:7]1)[CH3:2]. Reported procedure: (9.3 mg, 49%); from 6-Bromo-1-(2-pyrrolidinyl)ethyl indole (19.0 mg, 0.065 mmol) and pyridine-3-boronic acid 1,3-propanediol cyclic ester (21.0 mg, 0.130 mmol). Starting materials: BrC1=C(C=CC(=C1)Cl)N1C2=C(OCC1)C=C(C=C2)S(=O)(=O)N(C=2SC=CN2)CC2=CC=C(C=C2)OC (4-(2-bromo-4-chlorophenyl)-N-(4-methoxybenzyl)-N-(thiazol-2-yl)-3,4-dihydro-2H-benzo[b][1,4]oxazine-7-sulfonamide), B1(OC(C(O1)(C)C)(C)C)C2=CCN(CC2)C(=O)OC(C)(C)C ((N-tert-butoxycarbonyl)-1,2,3,6-tetrahydropyridine-4-boronic acid pinacol ester), C(=O)([O-])[O-].[K+].[K+] (K2CO3). The reagents and catalysts are C=1C=CC(=CC1)[P](C=2C=CC=CC2)(C=3C=CC=CC3)[Pd]([P](C=4C=CC=CC4)(C=5C=CC=CC5)C=6C=CC=CC6)([P](C=7C=CC=CC7)(C=8C=CC=CC8)C=9C=CC=CC9)[P](C=1C=CC=CC1)(C=1C=CC=CC1)C=1C=CC=CC1 (tetrakis(triphenylphosphine)palladium(0)). Solvent: O1CCOCC1 (dioxane), O (water), O (water), C(Cl)Cl (DCM). Conditions: temperature 100 celsius. The product is ClC=1C=CC(=C(C1)C1=CCN(CC1)C(=O)OC(C)(C)C)N1C2=C(OCC1)C=C(C=C2)S(N(C=2SC=CN2)CC2=CC=C(C=C2)OC)(=O)=O (tert-butyl 4-(5-chloro-2-(7-(N-(4-methoxybenzyl)-N-(thiazol-2-yl)sulfamoyl)-2H-benzo[b][1,4]oxazin-4(3 H)-yl)phenyl)-5,6-dihydropyridine-1(2 H)-carboxylate). Reaction SMILES: Br[C:2]1[CH:7]=[C:6]([Cl:8])[CH:5]=[CH:4][C:3]=1[N:9]1[CH2:14][CH2:13][O:12][C:11]2[CH:15]=[C:16]([S:19]([N:22]([CH2:28][C:29]3[CH:34]=[CH:33][C:32]([O:35][CH3:36])=[CH:31][CH:30]=3)[C:23]3[S:24][CH:25]=[CH:26][N:27]=3)(=[O:21])=[O:20])[CH:17]=[CH:18][C:10]1=2.B1([C:46]2[CH2:51][CH2:50][N:49]([C:52]([O:54][C:55]([CH3:58])([CH3:57])[CH3:56])=[O:53])[CH2:48][CH:47]=2)OC(C)(C)C(C)(C)O1.C([O-])([O-])=O.[K+].[K+]>O1CCOCC1.O.C(Cl)Cl.C1C=CC([P]([Pd]([P](C2C=CC=CC=2)(C2C=CC=CC=2)C2C=CC=CC=2)([P](C2C=CC=CC=2)(C2C=CC=CC=2)C2C=CC=CC=2)[P](C2C=CC=CC=2)(C2C=CC=CC=2)C2C=CC=CC=2)(C2C=CC=CC=2)C2C=CC=CC=2)=CC=1>[Cl:8][C:6]1[CH:5]=[CH:4][C:3]([N:9]2[CH2:14][CH2:13][O:12][C:11]3[CH:15]=[C:16]([S:19](=[O:21])(=[O:20])[N:22]([CH2:28][C:29]4[CH:34]=[CH:33][C:32]([O:35][CH3:36])=[CH:31][CH:30]=4)[C:23]4[S:24][CH:25]=[CH:26][N:27]=4)[CH:17]=[CH:18][C:10]2=3)=[C:2]([C:46]2[CH2:51][CH2:50][N:49]([C:52]([O:54][C:55]([CH3:58])([CH3:57])[CH3:56])=[O:53])[CH2:48][CH:47]=2)[CH:7]=1 |f:2.3.4,^1:78,80,99,118|. Procedure: A microwave vial was charged with 4-(2-bromo-4-chlorophenyl)-N-(4-methoxybenzyl)-N-(thiazol-2-yl)-3,4-dihydro-2H-benzo[b][1,4]oxazine-7-sulfonamide (0.576 g, 0.949 mmol), (N-tert-butoxycarbonyl)-1,2,3,6-tetrahydropyridine-4-boronic acid pinacol ester (0.293 g, 0.949 mmol), tetrakis(triphenylphosphine)palladium(0) (0.110 g, 0.095 mmol), and K2CO3 (0.656 g, 4.75 mmol). The solids were diluted with dioxane (6.33 mL) and water (3.16 mL), and the reaction was heated under microwave irradiation at 100... The reactants are C(=O)(OC)C1=C2C=3C(CCCC3NC2=CC=C1)=O (5-carbomethoxy-1,2-dihydro-9H-carbazol-4(3H)-one), C1=CC(=C(C(=C1)Cl)CBr)Cl (a-bromo-2,6-dichlorotoluene), C([O-])([O-])=O.[K+].[K+] (potassium carbonate). Run in CN(C)C=O (DMF), C(C)(=O)OCC (ethyl acetate). Reaction conditions: time 24 hour. Yields the product ClC1=C(C(=CC=C1)Cl)CN1C2=CC=CC(=C2C=2C(CCCC12)=O)C(=O)OC (9-[(2,6-dichlorophenyl)methyl]-5-carbomethoxy-1,2-dihydrocarbazol-4(3H)-one). Isolated yield 55.9%. Reaction SMILES: [C:1]([C:5]1[CH:17]=[CH:16][CH:15]=[C:14]2[C:6]=1[C:7]1[C:8](=[O:18])[CH2:9][CH2:10][CH2:11][C:12]=1[NH:13]2)([O:3][CH3:4])=[O:2].[CH:19]1[CH:24]=[C:23]([Cl:25])[C:22]([CH2:26]Br)=[C:21]([Cl:28])[CH:20]=1.C(=O)([O-])[O-].[K+].[K+]>CN(C=O)C.C(OCC)(=O)C>[Cl:25][C:23]1[CH:24]=[CH:19][CH:20]=[C:21]([Cl:28])[C:22]=1[CH2:26][N:13]1[C:12]2[CH2:11][CH2:10][CH2:9][C:8](=[O:18])[C:7]=2[C:6]2[C:14]1=[CH:15][CH:16]=[CH:17][C:5]=2[C:1]([O:3][CH3:4])=[O:2] |f:2.3.4|. Procedure: A suspension of 5-carbomethoxy-1,2-dihydro-9H-carbazol-4(3H)-one (973 mg, 4.0 mM), a-bromo-2,6-dichlorotoluene (1.19 g, 4.8 mM), and potassium carbonate (553 mg, 4.0 mM) in 10 mL DMF was stirred at room temperature for 24 hours. The mixture was diluted with ethyl acetate, washed with H2O, 1 N HCl, H2O, saturated NaHCO3, H2O, and saturated brine, dried over anhydrous magnesium sulfate, filtered, concentrated. The residue was purified by column chromatography on silica gel (elution with methylene ... Starting materials: Br, CCN1CCOCC1, CCN=C=NCCCN(C)C, CN(C)C=O, CCOCC, CC(C)CNNC(=O)C(CC(C)C)C(CCCC1CCCC1)C(=O)OC(C)(C)C, Cl, O=C(O)CC(=O)n1ccnc1. Product: CC(C)CC(C(=O)NN(CC(C)C)C(=O)CC(=O)n1ccnc1)C(CCCC1CCCC1)C(=O)OC(C)(C)C. Reaction SMILES: [BrH:30].[CH2:42]([N:43]1[CH2:44][CH2:45][O:46][CH2:47][CH2:48]1)[CH3:49].[CH2:51]([N:52]=[C:53]=[N:54][CH2:55][CH2:56][CH2:57][N:58]([CH3:59])[CH3:60])[CH3:61].[CH3:62][N:63]([CH3:64])[CH:65]=[O:66].[CH3:67][CH2:68][O:69][CH2:70][CH3:71].[CH:1]1([CH2:6][CH2:7][CH2:8][CH:9]([C:10](=[O:11])[O:12][C:13]([CH3:14])([CH3:15])[CH3:16])[CH:17]([C:18](=[O:19])[NH:20][NH:21][CH2:22][CH:23]([CH3:24])[CH3:25])[CH2:26][CH:27]([CH3:28])[CH3:29])[CH2:2][CH2:3][CH2:4][CH2:5]1.[ClH:50].[n:31]1([C:36](=[O:37])[CH2:38][C:39](=[O:40])[OH:41])[cH:32][n:33][cH:34][cH:35]1>>[CH:1]1([CH2:6][CH2:7][CH2:8][CH:9]([C:10](=[O:11])[O:12][C:13]([CH3:14])([CH3:15])[CH3:16])[CH:17]([C:18](=[O:19])[NH:20][N:21]([CH2:22][CH:23]([CH3:24])[CH3:25])[C:39]([CH2:38][C:36]([n:31]2[cH:32][n:33][cH:34][cH:35]2)=[O:37])=[O:40])[CH2:26][CH:27]([CH3:28])[CH3:29])[CH2:2][CH2:3][CH2:4][CH2:5]1.